Dataset: the Open Reaction Database (ORD), a public repository of structured organic reaction records. Task: describe an organic reaction: reactants, conditions, products, and yield Starting materials: Cl.ClC1=CC=C(C=C1)C1=NNC(=C1)C(=O)NC1=CC=C(C=C1)[C@@H]1CNCCO1 ((R)-3-(4-chlorophenyl)-N-(4-(morpholin-2-yl)phenyl)-1H-pyrazole-5-carboxamide hydrochloride), COC=1C=C(C=CC1)C1=NNC(=C1)C(=O)O (3-(3-methoxyphenyl)-1H-pyrazole-5-carboxylic acid). The product is Cl.COC=1C=C(C=CC1)C1=NNC(=C1)C(=O)NC1=CC=C(C=C1)[C@@H]1CNCCO1 ((R)-3-(3-methoxyphenyl)-N-(4-(morpholin-2-yl)phenyl)-1H-pyrazole-5-carboxamide hydrochloride). RXN SMILES: Cl.[Cl:2][C:3]1[CH:8]=[CH:7][C:6]([C:9]2[CH:13]=[C:12]([C:14]([NH:16][C:17]3[CH:22]=[CH:21][C:20]([C@H:23]4[O:28][CH2:27][CH2:26][NH:25][CH2:24]4)=[CH:19][CH:18]=3)=[O:15])[NH:11][N:10]=2)=[CH:5][CH:4]=1.[CH3:29][O:30]C1C=C(C2C=C(C(O)=O)NN=2)C=CC=1>>[ClH:2].[CH3:29][O:30][C:4]1[CH:5]=[C:6]([C:9]2[CH:13]=[C:12]([C:14]([NH:16][C:17]3[CH:22]=[CH:21][C:20]([C@H:23]4[O:28][CH2:27][CH2:26][NH:25][CH2:24]4)=[CH:19][CH:18]=3)=[O:15])[NH:11][N:10]=2)[CH:7]=[CH:8][CH:3]=1 |f:0.1,3.4|. Procedure details: The title compound was prepared in analogy to Example 1 using (R)-tert-butyl 2-(4-aminophenyl)morpholine-4-carboxylate (prepared in Example 12) instead of (S)-tert-butyl 2-(4-aminophenyl)morpholine-4-carboxylate and 3-(3-methoxyphenyl)-1H-pyrazole-5-carboxylic acid (CAS-890591-64-7) instead of 3-phenyl-1H-pyrazole-5-carboxylic acid. White solid. MS (ISP): 379.2 ([M+H]+). Starting materials: C(C)(C)(C)[SiH2]OC(C12CNOC(C(O1)N1C(NC(C=C1)=O)=O)C2OCC2=CC1=CC=CC=C1C=C2)(C2=CC=CC=C2)C2=CC=CC=C2 (1-[5-(tert-Butyl-diphenyl-silanyloxymethyl)-8-(naphthalen-2-ylmethoxy)-2,6-dioxa-3-aza-bicyclo[3.2.1]oct-7-yl]-1H-pyrimidine-2,4-dione), C=O (HCHO), CCOC(=O)C (EtOAc), [BH3-]C#N.[Na+] (NaBH3CN). Solvent: CC(=O)O (CH3COOH). The product is C(C)(C)(C)[SiH2]OC(C12CN(OC(C(O1)N1C(NC(C=C1)=O)=O)C2OCC2=CC1=CC=CC=C1C=C2)C)(C2=CC=CC=C2)C2=CC=CC=C2 (1-[5-(tert-Butyl-diphenyl-silanyloxymethyl)-3-methyl-8-(naphthalen-2-ylmethoxy)-2,6-dioxa-3-aza-bicyclo[3.2.1]oct-7-yl]-1H-pyrimidine-2,4-dione). RXN SMILES: [C:1]([SiH2:5][O:6][C:7]([C:42]1[CH:47]=[CH:46][CH:45]=[CH:44][CH:43]=1)([C:36]1[CH:41]=[CH:40][CH:39]=[CH:38][CH:37]=1)[C:8]12[CH:23]([O:24][CH2:25][C:26]3[CH:35]=[CH:34][C:33]4[C:28](=[CH:29][CH:30]=[CH:31][CH:32]=4)[CH:27]=3)[CH:12]([CH:13]([N:15]3[CH:20]=[CH:19][C:18](=[O:21])[NH:17][C:16]3=[O:22])[O:14]1)[O:11][NH:10][CH2:9]2)([CH3:4])([CH3:3])[CH3:2].C=O.[BH3-][C:51]#N.[Na+].CCOC(C)=O>CC(O)=O>[C:1]([SiH2:5][O:6][C:7]([C:42]1[CH:47]=[CH:46][CH:45]=[CH:44][CH:43]=1)([C:36]1[CH:41]=[CH:40][CH:39]=[CH:38][CH:37]=1)[C:8]12[CH:23]([O:24][CH2:25][C:26]3[CH:35]=[CH:34][C:33]4[C:28](=[CH:29][CH:30]=[CH:31][CH:32]=4)[CH:27]=3)[CH:12]([CH:13]([N:15]3[CH:20]=[CH:19][C:18](=[O:21])[NH:17][C:16]3=[O:22])[O:14]1)[O:11][N:10]([CH3:51])[CH2:9]2)([CH3:4])([CH3:2])[CH3:3] |f:2.3|. Procedure details: To a solution of compound 52 (1 mmol) in CH3COOH (5 mL) and trithylortoformate (1 mL), 20% aq. HCHO (0.16 mL, 1.1 mmol) was added at 0° C. After 15 minutes NaBH3CN (2 mmol) is added. After an additional 1 hour the mixture is poured into EtOAc (250 mL), washed with saturated aqueous NaHCO3 (2×250 mL), dried over anhydrous Na2SO4, filtered and evaporated. Purification by silica gel chromatography gave compound 53 in 90% isolated yield. Starting materials: C(=C)N1C(CCC1)=O (Vinyl pyrrolidone), C(=C)C1C(=O)NCCCC1 (vinyl caprolactam), CN(C)CCCC=C(C(=O)N)C (dimethylaminopropyl methacrylamide), C(C(=C)C)(=O)OCCCCCCCCCCCCCCCCCC (n-octadecyl methacrylate). The solvent is C(C)O (ethanol). Reaction conditions: temperature 68 celsius, time 5 hour. Yields the product CC(=C)C(=O)NCCCN(C)C.C(C(=C)C)(=O)OCCCCCCCCCCCCCCCCCC (DMAPMA n-Octadecyl Methacrylate). Reaction SMILES: [CH:1]([N:3]1CCC[C:4]1=O)=C.[CH:9]([CH:11]1[CH2:18][CH2:17][CH2:16][CH2:15][NH:14][C:12]1=[O:13])=C.CN(CCCC=C(C)C(N)=O)C.[C:31]([O:36][CH2:37][CH2:38][CH2:39][CH2:40][CH2:41][CH2:42][CH2:43][CH2:44][CH2:45][CH2:46][CH2:47][CH2:48][CH2:49][CH2:50][CH2:51][CH2:52][CH2:53][CH3:54])(=[O:35])[C:32]([CH3:34])=[CH2:33]>C(O)C>[CH3:9][C:11]([C:12]([NH:14][CH2:15][CH2:16][CH2:17][N:3]([CH3:4])[CH3:1])=[O:13])=[CH2:18].[C:31]([O:36][CH2:37][CH2:38][CH2:39][CH2:40][CH2:41][CH2:42][CH2:43][CH2:44][CH2:45][CH2:46][CH2:47][CH2:48][CH2:49][CH2:50][CH2:51][CH2:52][CH2:53][CH3:54])(=[O:35])[C:32]([CH3:34])=[CH2:33] |f:5.6|. Procedure: Vinyl pyrrolidone (55.6 g), vinyl caprolactam (577.5 g), dimethylaminopropyl methacrylamide (DMAPMA) (42.6 g), n-octadecyl methacrylate (33.9 g) and ethanol (867.2 g) were charged into a 2-liter water-jacketed resin flask. The reaction flask was equipped with a condenser, a thermometer, a septum (for catalyst addition), an anchor-type metal stirrer, and a nitrogen sparge tube. Nitrogen was bubbled through the solution while the resin flask was heated to 68° C. using hot water circulating through...